This data is from the Open Reaction Database (ORD), a public repository of structured organic reaction records. The task is: describe an organic reaction: reactants, conditions, products, and yield Starting materials: C(C1=CC=CC=C1)N1C2=C(C3=CC=CC=C13)C=C(S2)C(=O)OC (Methyl 8-benzylthieno[2,3-b]indole-2-carboxylate), [OH-].[K+] (KOH), C(C)(=O)O (acetic acid). Run in CO.O (methanol water). Conditions: time 8 hour. Product: C(C1=CC=CC=C1)N1C2=C(C3=CC=CC=C13)C=C(S2)C(=O)O (8-Benzylthieno[2,3-b]indole-2-carboxylic acid). RXN SMILES: [OH-].[K+].[CH2:3]([N:10]1[C:18]2[C:13](=[CH:14][CH:15]=[CH:16][CH:17]=2)[C:12]2[CH:19]=[C:20]([C:22]([O:24]C)=[O:23])[S:21][C:11]1=2)[C:4]1[CH:9]=[CH:8][CH:7]=[CH:6][CH:5]=1.C(O)(=O)C>CO.O>[CH2:3]([N:10]1[C:18]2[C:13](=[CH:14][CH:15]=[CH:16][CH:17]=2)[C:12]2[CH:19]=[C:20]([C:22]([OH:24])=[O:23])[S:21][C:11]1=2)[C:4]1[CH:5]=[CH:6][CH:7]=[CH:8][CH:9]=1 |f:0.1,4.5|. Procedure details: KOH (3 g) was dissolved in methanol-water (1/1) (50 ml). (5) (3 g) was added and the mixture refluxed until the compound was in solution and subsequently 1 h in addition. After cooling the mixture was acidified with acetic acid to pH=6, and the mixture was stirred overnight. The formed precipitate was filtered off, washed with water and dried in vacuo at 50° C. The crude product (3 g) was boiled in water once more, cooled, filtered and dried again giving analytically pure (8), m.p. 194-195° C. The reactants are [CH2]C, CO, COC(=O)c1cc(Oc2nc3cc(-c4ccc(-c5ccc(C(=O)[O-])cc5)cc4)c(F)cc3[nH]2)ccc1C, [Na+], [OH-], O. Yields the product Cc1ccc(Oc2nc3cc(-c4ccc(-c5ccc(C(=O)O)cc5)cc4)c(F)cc3[nH]2)cc1C(=O)O. Reaction SMILES: [CH2:3][CH3:4].[CH3:42][OH:43].[F:5][c:6]1[c:7](-[c:27]2[cH:28][cH:29][c:30](-[c:33]3[cH:34][cH:35][c:36]([C:39](=[O:40])[O-:41])[cH:37][cH:38]3)[cH:31][cH:32]2)[cH:8][c:9]2[c:10]([nH:11][c:12]([O:14][c:15]3[cH:16][c:17]([C:22](=[O:23])[O:24][CH3:25])[c:18]([CH3:21])[cH:19][cH:20]3)[n:13]2)[cH:26]1.[Na+:2].[OH-:1].[OH2:44]>>[F:5][c:6]1[c:7](-[c:27]2[cH:28][cH:29][c:30](-[c:33]3[cH:34][cH:35][c:36]([C:39](=[O:40])[OH:41])[cH:37][cH:38]3)[cH:31][cH:32]2)[cH:8][c:9]2[c:10]([nH:11][c:12]([O:14][c:15]3[cH:16][c:17]([C:22](=[O:23])[OH:24])[c:18]([CH3:21])[cH:19][cH:20]3)[n:13]2)[cH:26]1. Starting materials: ClC=1C(=C(C=C2C(=CC(OC12)(C)C)C(C)C)C=O)OC(C)C (8-chloro-7-isopropoxy-4-isopropyl-2,2-dimethyl-2H-chromene-6-carbaldehyde), ClC=1C(=C(C=C2C(=CC(OC12)(C)C)C(C)C)C=O)OC(C)C (8-Chloro-7-isopropoxy-4-isopropyl-2,2-dimethyl-2H-chromene-6-carbaldehyde), C(C)[Mg]Br (ethylmagnesium bromide). Product: ClC=1C(=C(C=C2C(=CC(OC12)(C)C)C(C)C)C(CC)O)OC(C)C (1-(8-Chloro-7-isopropoxy-4-isopropyl-2,2-dimethyl-2H-chromene-6-yl)-propan-1-ol). RXN SMILES: [Cl:1][C:2]1[C:3]([O:19][CH:20]([CH3:22])[CH3:21])=[C:4]([CH:17]=[O:18])[CH:5]=[C:6]2[C:11]=1[O:10][C:9]([CH3:13])([CH3:12])[CH:8]=[C:7]2[CH:14]([CH3:16])[CH3:15].[CH2:23]([Mg]Br)[CH3:24]>>[Cl:1][C:2]1[C:3]([O:19][CH:20]([CH3:22])[CH3:21])=[C:4]([CH:17]([OH:18])[CH2:23][CH3:24])[CH:5]=[C:6]2[C:11]=1[O:10][C:9]([CH3:12])([CH3:13])[CH:8]=[C:7]2[CH:14]([CH3:16])[CH3:15]. Procedure details: As described in General Procedure P, 8-chloro-7-isopropoxy-4-isopropyl-2,2-dimethyl-2H-chromene-6-carbaldehyde, (Compound 135, 0.98 g, 3.05 mmol) was treated with ethylmagnesium bromide (3 M in ether, 1.6 mL, 4.9 mmol) to give rise to the title compound as a yellow foam. Conditions: time 24 hour. The yield is 313.9%. Procedure: To a slurry of 1.85 g curcumin (5 mmole), 0.14 g 1-hydroxybenzotriazole (1 mmole) and 1.6 g N-formylaminobutyric acid in 5 ml pyridine and 50 ml dichloromethane was added 2.7 g dicyclohexylcarbodiimide (13 mmole). After stirring the mixture for 24 h at reflux, the solids were filtered off and washed thoroughly with dichloromethane. The filtrate was evaporated to yield 1.7 g curcumin-bis-formylaminobutyrate, m.p. 142-147° C. of approx. 80% purity. The solvent is N1=CC=CC=C1 (pyridine), ClCCl (dichloromethane). The product is COC1=CC(=CC=C1O)\C=C\C(=O)CC(=O)\C=C\C1=CC=C(O)C(OC)=C1.C(=O)NC(C(=O)[O-])(CC)NC=O (curcumin bis-formylaminobutyrate). Reaction SMILES: [CH3:1][O:2][C:3]1[C:8]([OH:9])=[CH:7][CH:6]=[C:5](/[CH:10]=[CH:11]/[C:12]([CH2:14][C:15](/[CH:17]=[CH:18]/[C:19]2[CH:27]=[C:24]([O:25][CH3:26])[C:22]([OH:23])=[CH:21][CH:20]=2)=[O:16])=[O:13])[CH:4]=1.[OH:28]N1C2C=CC=CC=2N=N1.[CH:38]([NH:40][CH:41]([CH2:45][CH3:46])[C:42]([OH:44])=[O:43])=[O:39].C1(N=C=[N:55][CH:56]2CCCCC2)CCCCC1>N1C=CC=CC=1.ClCCl>[CH3:26][O:25][C:24]1[C:22]([OH:23])=[CH:21][CH:20]=[C:19](/[CH:18]=[CH:17]/[C:15]([CH2:14][C:12](/[CH:11]=[CH:10]/[C:5]2[CH:4]=[C:3]([O:2][CH3:1])[C:8]([OH:9])=[CH:7][CH:6]=2)=[O:13])=[O:16])[CH:27]=1.[CH:38]([NH:40][C:41]([NH:55][CH:56]=[O:28])([CH2:45][CH3:46])[C:42]([O-:44])=[O:43])=[O:39] |f:6.7|. The reactants are COC1=CC(=CC=C1O)\C=C\C(=O)CC(=O)\C=C\C1=CC=C(O)C(OC)=C1 (curcumin), ON1N=NC2=C1C=CC=C2 (1-hydroxybenzotriazole), C(=O)NC(C(=O)O)CC (N-formylaminobutyric acid), C1(CCCCC1)N=C=NC1CCCCC1 (dicyclohexylcarbodiimide). The reactants are CO, CCO, CCOC(=O)N1CCC(=O)C(OC)C1, NCc1ccccc1, c1ccsc1. Product: CCOC(=O)N1CCC(N)C(OC)C1. RXN SMILES: [CH3:31][OH:32].[CH3:6][CH2:7][OH:8].[CH3:9][O:10][CH:11]1[CH2:12][N:13]([C:18](=[O:19])[O:20][CH2:21][CH3:22])[CH2:14][CH2:15][C:16]1=[O:17].[c:23]1([CH2:24][NH2:30])[cH:25][cH:26][cH:27][cH:28][cH:29]1.[cH:1]1[cH:2][s:3][cH:4][cH:5]1>>[CH3:9][O:10][CH:11]1[CH2:12][N:13]([C:18](=[O:19])[O:20][CH2:21][CH3:22])[CH2:14][CH2:15][CH:16]1[NH2:30].